Dataset: the Open Reaction Database (ORD), a public repository of structured organic reaction records. Task: describe an organic reaction: reactants, conditions, products, and yield Starting materials: COC=1C=C(C=CC1OCC=1N=C(OC1C)C1=CC=CC=C1)/C=C/C=C/C=O ((E,E)-5-[3-methoxy-4-(5-methyl-2-phenyl-4-oxazolylmethoxy)phenyl]-2,4-pentadien-1-al), O1C(NC(C1)=O)=O (2,4-oxazolidinedione). Product: COC=1C=C(C=CC1OCC=1N=C(OC1C)C1=CC=CC=C1)CCCCCC1C(NC(O1)=O)=O (5-[5-[3-methoxy-4-(5-methyl-2-phenyl-4-oxazolylmethoxy)phenyl]pentyl]-2,4-oxazolidinedione). RXN SMILES: [CH3:1][O:2][C:3]1[CH:4]=[C:5](/[CH:23]=[CH:24]/[CH:25]=[CH:26]/[CH:27]=O)[CH:6]=[CH:7][C:8]=1[O:9][CH2:10][C:11]1[N:12]=[C:13]([C:17]2[CH:22]=[CH:21][CH:20]=[CH:19][CH:18]=2)[O:14][C:15]=1[CH3:16].[O:29]1[CH2:33][C:32](=[O:34])[NH:31][C:30]1=[O:35]>>[CH3:1][O:2][C:3]1[CH:4]=[C:5]([CH2:23][CH2:24][CH2:25][CH2:26][CH2:27][CH:33]2[O:29][C:30](=[O:35])[NH:31][C:32]2=[O:34])[CH:6]=[CH:7][C:8]=1[O:9][CH2:10][C:11]1[N:12]=[C:13]([C:17]2[CH:22]=[CH:21][CH:20]=[CH:19][CH:18]=2)[O:14][C:15]=1[CH3:16]. Procedure: In substantially the same manner as in Working Example 11, (E,E)-5-[3-methoxy-4-(5-methyl-2-phenyl-4-oxazolylmethoxy)phenyl]-2,4-pentadien-1-al was condensed with 2,4-oxazolidinedione. The condensate was subjected to catalytic hydrogenation to yield 5-[5-[3-methoxy-4-(5-methyl-2-phenyl-4-oxazolylmethoxy)phenyl]pentyl]-2,4-oxazolidinedione. The product was recrystallized from dichloromethane-ether to give colorless prisms, m.p.114-115° C. Reactants: CCCCCCc1ccc(-c2ncc(-c3ccc(OC)cc3)s2)cc1, CC(=O)O, O. The product is CCCCCCc1ccc(-c2ncc(-c3ccc(O)cc3)s2)cc1. As a reaction SMILES: [CH2:1]([CH2:2][CH2:3][CH2:4][CH2:5][CH3:6])[c:7]1[cH:8][cH:9][c:10](-[c:13]2[s:14][c:15](-[c:18]3[cH:19][cH:20][c:21]([O:24][CH3:25])[cH:22][cH:23]3)[cH:16][n:17]2)[cH:11][cH:12]1.[CH3:26][C:27](=[O:28])[OH:29].[OH2:30]>>[CH2:1]([CH2:2][CH2:3][CH2:4][CH2:5][CH3:6])[c:7]1[cH:8][cH:9][c:10](-[c:13]2[s:14][c:15](-[c:18]3[cH:19][cH:20][c:21]([OH:24])[cH:22][cH:23]3)[cH:16][n:17]2)[cH:11][cH:12]1.